This data is from the Open Reaction Database (ORD), a public repository of structured organic reaction records. The task is: describe an organic reaction: reactants, conditions, products, and yield Starting materials: ClCCl (dichloromethane), OCCOC1=CC=C(C=O)C=C1 (4-(2-hydroxyethoxy)benzaldehyde), C(C)(=O)OC(C)=O (acetic anhydride), ice. The solvent is N1=CC=CC=C1 (pyridine). Yields the product C(C)(=O)OCCOC1=CC=C(C=O)C=C1 (4-(2-Acetoxyethoxy)benzaldehyde). As a reaction SMILES: [OH:1][CH2:2][CH2:3][O:4][C:5]1[CH:12]=[CH:11][C:8]([CH:9]=[O:10])=[CH:7][CH:6]=1.[C:13](OC(=O)C)(=[O:15])[CH3:14].ClCCl>N1C=CC=CC=1>[C:13]([O:1][CH2:2][CH2:3][O:4][C:5]1[CH:12]=[CH:11][C:8]([CH:9]=[O:10])=[CH:7][CH:6]=1)(=[O:15])[CH3:14]. Procedure: A mixture of the crude 4-(2-hydroxyethoxy)benzaldehyde (30 g, 0.18 mol) and acetic anhydride (40 g, 0.40 mol) was dissolved in 125 mL of dry pyridine and heated at reflux for 3 hr, after which time the reaction mixture was poured onto ca. 200 g of crushed ice. The crude oil was taken up into 150 mL of dichloromethane and washed twice with 5% HCl (2×75 mL) and once with brine (1×75 mL). The organic layer was then dried with sodium sulfate and the solvent was removed under reduced pressure. The cr... Starting materials: C[Si](C)(C)CCOCCl, COC(=O)c1c[nH]cn1, CCOC(C)=O, [K+], [K+], O=C([O-])[O-], CN(C)C=O. Yields the product COC(=O)c1cn(COCC[Si](C)(C)C)cn1. Reaction SMILES: [CH3:10][Si:11]([CH2:12][CH2:13][O:14][CH2:15][Cl:16])([CH3:17])[CH3:18].[CH3:1][O:2][C:3](=[O:4])[c:5]1[n:6][cH:7][nH:8][cH:9]1.[CH3:30][CH2:31][O:32][C:33]([CH3:34])=[O:35].[K+:19].[K+:20].[O-:21][C:22]([O-:23])=[O:24].[O:25]=[CH:26][N:27]([CH3:28])[CH3:29]>>[CH3:1][O:2][C:3](=[O:4])[c:5]1[n:6][cH:7][n:8]([CH2:15][O:14][CH2:13][CH2:12][Si:11]([CH3:10])([CH3:17])[CH3:18])[cH:9]1. Reactants: COC(=O)C(CSCc1c(O[Si](C)(C)C(C)(C)C)cc(O[Si](C)(C)C(C)(C)C)c(C)c1C(=O)OCC(Cl)(Cl)Cl)NC(=O)CCOC(c1ccccc1)(c1ccccc1)c1ccccc1, CO. Product: COC(=O)C(CSCc1c(O[Si](C)(C)C(C)(C)C)cc(O[Si](C)(C)C(C)(C)C)c(C)c1C(=O)OCC(Cl)(Cl)Cl)NC(=O)CCO. RXN SMILES: [C:1]([CH3:2])([CH3:3])([CH3:4])[Si:5]([O:6][c:7]1[c:8]([CH2:30][S:31][CH2:32][CH:33]([C:34](=[O:35])[O:36][CH3:37])[NH:38][C:39]([CH2:40][CH2:41][O:42][C:43]([c:44]2[cH:45][cH:46][cH:47][cH:48][cH:49]2)([c:50]2[cH:51][cH:52][cH:53][cH:54][cH:55]2)[c:56]2[cH:57][cH:58][cH:59][cH:60][cH:61]2)=[O:62])[c:9]([C:10](=[O:11])[O:12][CH2:13][C:14]([Cl:15])([Cl:16])[Cl:17])[c:18]([CH3:29])[c:19]([O:21][Si:22]([CH3:23])([CH3:24])[C:25]([CH3:26])([CH3:27])[CH3:28])[cH:20]1)([CH3:63])[CH3:64].[CH3:65][OH:66]>>[C:1]([CH3:2])([CH3:3])([CH3:4])[Si:5]([O:6][c:7]1[c:8]([CH2:30][S:31][CH2:32][CH:33]([C:34](=[O:35])[O:36][CH3:37])[NH:38][C:39]([CH2:40][CH2:41][OH:42])=[O:62])[c:9]([C:10](=[O:11])[O:12][CH2:13][C:14]([Cl:15])([Cl:16])[Cl:17])[c:18]([CH3:29])[c:19]([O:21][Si:22]([CH3:23])([CH3:24])[C:25]([CH3:26])([CH3:27])[CH3:28])[cH:20]1)([CH3:63])[CH3:64]. The reactants are Clc1nc(Cl)c2c(Br)c[nH]c2n1, NC1CCC1, ClCCl, O. Product: Clc1nc(NC2CCC2)c2c(Br)c[nH]c2n1. RXN SMILES: [Br:1][c:2]1[cH:3][nH:4][c:5]2[n:6][c:7]([Cl:12])[n:8][c:9]([Cl:11])[c:10]12.[CH:13]1([NH2:17])[CH2:14][CH2:15][CH2:16]1.[Cl:18][CH2:19][Cl:20].[OH2:21]>>[Br:1][c:2]1[cH:3][nH:4][c:5]2[n:6][c:7]([Cl:12])[n:8][c:9]([NH:17][CH:13]3[CH2:14][CH2:15][CH2:16]3)[c:10]12. Isolated yield 74.9%. As a reaction SMILES: [C:1]([O:5][C:6]([N:8]1[CH:12]([CH2:13][C:14]2[CH:19]=[CH:18][CH:17]=[CH:16][CH:15]=2)[CH:11]([CH2:20][CH:21]2[CH:26]([C:27]([O:29]CC)=[O:28])[CH2:25][CH:24]=[CH:23][CH2:22]2)[O:10][C:9]1([CH3:33])[CH3:32])=[O:7])([CH3:4])([CH3:3])[CH3:2].[OH-].[Na+]>C(O)C.O>[C:1]([O:5][C:6]([N:8]1[CH:12]([CH2:13][C:14]2[CH:15]=[CH:16][CH:17]=[CH:18][CH:19]=2)[CH:11]([CH2:20][CH:21]2[CH:26]([C:27]([OH:29])=[O:28])[CH2:25][CH:24]=[CH:23][CH2:22]2)[O:10][C:9]1([CH3:33])[CH3:32])=[O:7])([CH3:4])([CH3:2])[CH3:3] |f:1.2|. Procedure: A solution of 4-benzyl-5-(6-ethoxycarbonyl-cyclohex-3-enylmethyl)-2,2-dimethyl-oxazolidine-3-carboxylic acid tert-butyl ester (4.72 g) in ethanol (80 ml) was treated with a solution of sodium hydroxide (0.82 g) in water (15 ml) and the resulting solution refluxed for 18 hours. The ethanol was then evaporated and the residue partitioned between water and ethyl acetate. The organic solution was washed with saturated sodium chloride solution, dried (anhydrous magnesium sulfate) and evaporated. The ... Yields the product C(C)(C)(C)OC(=O)N1C(OC(C1CC1=CC=CC=C1)CC1CC=CCC1C(=O)O)(C)C (4-benzyl-5-(6-carboxy-cyclohex-3-enylmethyl)-2,2-dimethyl-oxazolidine-3-carboxylic acid tert-butyl ester). Solvent: C(C)O (ethanol), O (water). The reactants are C(C)(C)(C)OC(=O)N1C(OC(C1CC1=CC=CC=C1)CC1CC=CCC1C(=O)OCC)(C)C (4-benzyl-5-(6-ethoxycarbonyl-cyclohex-3-enylmethyl)-2,2-dimethyl-oxazolidine-3-carboxylic acid tert-butyl ester), [OH-].[Na+] (sodium hydroxide). Starting materials: O (water), C(C1=CC=CC=C1)OC(=O)N1CCC(CC1)CCCCC(C(=O)OCC)O (ethyl 6-(1-benzyloxycarbonyl-4-piperidyl)-2-hydroxyhexanoate), S(=O)(Cl)Cl (thionyl chloride). Solvent: C(C)(=O)OCC (ethyl acetate), C(C)(=O)OCC (ethyl acetate), N1=CC=CC=C1 (pyridine). Run at time 45 minute. The product is C(C1=CC=CC=C1)OC(=O)N1CCC(CC1)CCCCC(C(=O)OCC)Cl (ethyl 6-(1-benzyloxycarbonyl-4-piperidyl)-2-chlorohexanoate). RXN SMILES: [CH2:1]([O:8][C:9]([N:11]1[CH2:16][CH2:15][CH:14]([CH2:17][CH2:18][CH2:19][CH2:20][CH:21](O)[C:22]([O:24][CH2:25][CH3:26])=[O:23])[CH2:13][CH2:12]1)=[O:10])[C:2]1[CH:7]=[CH:6][CH:5]=[CH:4][CH:3]=1.S(Cl)([Cl:30])=O.O>C(OCC)(=O)C.N1C=CC=CC=1>[CH2:1]([O:8][C:9]([N:11]1[CH2:16][CH2:15][CH:14]([CH2:17][CH2:18][CH2:19][CH2:20][CH:21]([Cl:30])[C:22]([O:24][CH2:25][CH3:26])=[O:23])[CH2:13][CH2:12]1)=[O:10])[C:2]1[CH:7]=[CH:6][CH:5]=[CH:4][CH:3]=1. Procedure: In a mixture of 120 ml of ethyl acetate and 13 g of pyridine is dissolved 12.8 g of ethyl 6-(1-benzyloxycarbonyl-4-piperidyl)-2-hydroxyhexanoate, and 5.1 ml of thionyl chloride is added to the solution, followed by refluxing with stirring for 45 minutes. After cooling, 500 ml of water and 200 ml of ethyl acetate are added to the reaction solution, and extraction is carried out. The extract is washed with 0.1N hydrochloric acid and water successively, dried over anhydrous magnesium sulfate and co... Starting materials: CC(=O)[O-], CC(=O)[O-], ClCCl, [Cu+2], OB(O)c1cc(F)c(OCc2ccccc2)c(F)c1, c1ccc(COc2cccc3[nH]ncc23)cc1, c1ccncc1. Yields the product Fc1cc(-n2ncc3c(OCc4ccccc4)cccc32)cc(F)c1OCc1ccccc1. Reaction SMILES: [C:46]([O-:47])(=[O:48])[CH3:49].[C:51]([O-:52])(=[O:53])[CH3:54].[Cl:43][CH2:44][Cl:45].[Cu+2:50].[F:18][c:19]1[cH:20][c:21]([B:34]([OH:35])[OH:36])[cH:22][c:23]([F:33])[c:24]1[O:25][CH2:26][c:27]1[cH:28][cH:29][cH:30][cH:31][cH:32]1.[c:1]1([CH2:7][O:8][c:9]2[c:10]3[cH:11][n:12][nH:13][c:14]3[cH:15][cH:16][cH:17]2)[cH:2][cH:3][cH:4][cH:5][cH:6]1.[cH:37]1[cH:38][cH:39][n:40][cH:41][cH:42]1>>[c:1]1([CH2:7][O:8][c:9]2[c:10]3[cH:11][n:12][n:13](-[c:21]4[cH:20][c:19]([F:18])[c:24]([O:25][CH2:26][c:27]5[cH:28][cH:29][cH:30][cH:31][cH:32]5)[c:23]([F:33])[cH:22]4)[c:14]3[cH:15][cH:16][cH:17]2)[cH:2][cH:3][cH:4][cH:5][cH:6]1. Reactants: C(C)(C)(C)NC(=O)C1=C(C(=NO1)C)C(=O)OC (methyl 5-tert-butylaminocarbonyl-3-methylisoxazole-4-carboxylate), N (ammonia). The solvent is O (water). Yields the product C(C)(C)(C)NC(=O)C1=C(C(=NO1)C)C(=O)N (5-tert-butylaminocarbonyl-3-methylisoxazole-4-carboxamide). Reaction SMILES: [C:1]([NH:5][C:6]([C:8]1[O:12][N:11]=[C:10]([CH3:13])[C:9]=1[C:14]([O:16]C)=O)=[O:7])([CH3:4])([CH3:3])[CH3:2].[NH3:18]>O>[C:1]([NH:5][C:6]([C:8]1[O:12][N:11]=[C:10]([CH3:13])[C:9]=1[C:14]([NH2:18])=[O:16])=[O:7])([CH3:4])([CH3:3])[CH3:2]. Reported procedure: 4.0 g of methyl 5-tert-butylaminocarbonyl-3-methylisoxazole-4-carboxylate and 50 ml of concentrated ammonia are refluxed for 3 hours. After cooling, the mixture is diluted with water and extracted with dichloromethane and the organic phase is evaporated down. 5-tert-butylaminocarbonyl-3-methylisoxazole-4-carboxamide is obtained as colorless crystals of melting point 155°-158° C. (compound No. 1). The product is ONC(\C=C\C1=CN(C=C1)S(=O)(=O)C1=CC=C(C=C1)C1=CC=C(C=C1)NS(=O)(=O)C1=CC=C(C=C1)C)=O ((E)-N-Hydroxy-3-{1-[4′-(toluene-4-sulfonylamino)-biphenyl-4-sulfonyl]-1H-pyrrol-3-yl}-acrylamide). Reactants: O1C(CCCC1)ONC(\C=C\C1=CN(C=C1)S(=O)(=O)C1=CC=C(C=C1)C1=CC=C(C=C1)NS(=O)(=O)C1=CC=C(C=C1)C)=O ((E)-N-(tetrahydro-pyran-2-yloxy)-3-{1-[4′-(toluene-4-sulfonylamino)-biphenyl-4-sulfonyl]-1H-pyrrol-3-yl}-acrylamide). Run in CO (methanol). Conditions: time 2 day. Yield: 53.7%. Procedure details: A mixture of 0.278 g (E)-N-(tetrahydro-pyran-2-yloxy)-3-{1-[4′-(toluene-4-sulfonylamino)-biphenyl-4-sulfonyl]-1H-pyrrol-3-yl}-acrylamide with 6.0 ml methanol and 13.0 ml 1M aqueous HCL is stirred at ambient temperature for 2 days. In case of incomplete deprotection the suspension is treated again with 1M aqueous HCL until the reaction is at completion. The mixture is evaporated and the resulting solid is washed with water and diisopropylether. The crude product is isolated by PLC plates chromato... RXN SMILES: O1CCCCC1[O:7][NH:8][C:9](=[O:43])/[CH:10]=[CH:11]/[C:12]1[CH:16]=[CH:15][N:14]([S:17]([C:20]2[CH:25]=[CH:24][C:23]([C:26]3[CH:31]=[CH:30][C:29]([NH:32][S:33]([C:36]4[CH:41]=[CH:40][C:39]([CH3:42])=[CH:38][CH:37]=4)(=[O:35])=[O:34])=[CH:28][CH:27]=3)=[CH:22][CH:21]=2)(=[O:19])=[O:18])[CH:13]=1>CO>[OH:7][NH:8][C:9](=[O:43])/[CH:10]=[CH:11]/[C:12]1[CH:16]=[CH:15][N:14]([S:17]([C:20]2[CH:21]=[CH:22][C:23]([C:26]3[CH:31]=[CH:30][C:29]([NH:32][S:33]([C:36]4[CH:37]=[CH:38][C:39]([CH3:42])=[CH:40][CH:41]=4)(=[O:35])=[O:34])=[CH:28][CH:27]=3)=[CH:24][CH:25]=2)(=[O:18])=[O:19])[CH:13]=1. The reactants are CCO, Clc1cccc(CBr)c1, [K+], [OH-], Sc1nnc(-c2ccccc2)c2ccccc12. The product is Clc1cccc(CSc2nnc(-c3ccccc3)c3ccccc23)c1. Reaction SMILES: [CH3:29][CH2:30][OH:31].[Cl:20][c:21]1[cH:22][c:23]([CH2:24][Br:25])[cH:26][cH:27][cH:28]1.[K+:19].[OH-:18].[c:1]1(-[c:7]2[n:8][n:9][c:10]([SH:17])[c:11]3[cH:12][cH:13][cH:14][cH:15][c:16]23)[cH:2][cH:3][cH:4][cH:5][cH:6]1>>[c:1]1(-[c:7]2[n:8][n:9][c:10]([S:17][CH2:24][c:23]3[cH:22][c:21]([Cl:20])[cH:28][cH:27][cH:26]3)[c:11]3[cH:12][cH:13][cH:14][cH:15][c:16]23)[cH:2][cH:3][cH:4][cH:5][cH:6]1.